Dataset: the Open Reaction Database (ORD), a public repository of structured organic reaction records. Task: describe an organic reaction: reactants, conditions, products, and yield Reaction SMILES: [CH3:17][I:18].[Cl:1][c:2]1[n:3][c:4]([N:11]2[CH2:12][CH2:13][O:14][CH2:15][CH2:16]2)[c:5]2[n:6][cH:7][nH:8][c:9]2[n:10]1>>[Cl:1][c:2]1[n:3][c:4]([N:11]2[CH2:12][CH2:13][O:14][CH2:15][CH2:16]2)[c:5]2[n:6][cH:7][n:8]([CH3:17])[c:9]2[n:10]1. The product is Cn1cnc2c(N3CCOCC3)nc(Cl)nc21. The reactants are CI, Clc1nc(N2CCOCC2)c2nc[nH]c2n1. The reactants are COC(=O)c1ccc([N+](=O)[O-])c(CBr)c1, CC(=O)[O-], CC(=O)O, [K+]. The product is COC(=O)c1ccc([N+](=O)[O-])c(COC(C)=O)c1. As a reaction SMILES: [Br:1][CH2:2][c:3]1[cH:4][c:5]([C:6](=[O:7])[O:8][CH3:9])[cH:10][cH:11][c:12]1[N+:13](=[O:14])[O-:15].[CH3:17][C:18]([O-:19])=[O:20].[CH3:21][C:22](=[O:23])[OH:24].[K+:16]>>[CH2:2]([c:3]1[cH:4][c:5]([C:6](=[O:7])[O:8][CH3:9])[cH:10][cH:11][c:12]1[N+:13](=[O:14])[O-:15])[O:20][C:18]([CH3:17])=[O:19]. The reactants are CCOC(=O)c1cn(-c2ccccc2)nc1OCc1ccc(OCc2nc(-c3ccccc3)oc2C)c(OC)c1, CCO, Cl, [Na+], C1CCOC1, [OH-]. The product is COc1cc(COc2nn(-c3ccccc3)cc2C(=O)O)ccc1OCc1nc(-c2ccccc2)oc1C. Reaction SMILES: [CH3:1][O:2][c:3]1[cH:4][c:5]([CH2:6][O:7][c:8]2[n:9][n:10](-[c:18]3[cH:19][cH:20][cH:21][cH:22][cH:23]3)[cH:11][c:12]2[C:13](=[O:14])[O:15][CH2:16][CH3:17])[cH:24][cH:25][c:26]1[O:27][CH2:28][c:29]1[n:30][c:31](-[c:35]2[cH:36][cH:37][cH:38][cH:39][cH:40]2)[o:32][c:33]1[CH3:34].[CH3:49][CH2:50][OH:51].[ClH:48].[Na+:42].[O:43]1[CH2:44][CH2:45][CH2:46][CH2:47]1.[OH-:41]>>[CH3:1][O:2][c:3]1[cH:4][c:5]([CH2:6][O:7][c:8]2[n:9][n:10](-[c:18]3[cH:19][cH:20][cH:21][cH:22][cH:23]3)[cH:11][c:12]2[C:13](=[O:14])[OH:15])[cH:24][cH:25][c:26]1[O:27][CH2:28][c:29]1[n:30][c:31](-[c:35]2[cH:36][cH:37][cH:38][cH:39][cH:40]2)[o:32][c:33]1[CH3:34]. Starting materials: C(=O)(C=1NC=CN1)C=1NC=CN1 (Carbonyl diimidazole), C1(CCC1)N1CCC2=C(CC1)C=CC(=C2)OC2=CC=C(C=N2)C(=O)O (6-[(3-cyclobutyl-2,3,4,5-tetrahydro-1H-3-benzazepin-7-yl)oxy]-3-pyridinecarboxylic acid), C1(CC1)N (cyclopropylamine). Solvent: ClCCl (dichloromethane). Run at time 3 hour. Yields the product C1(CCC1)N1CCC2=C(CC1)C=CC(=C2)OC2=CC=C(C=N2)C(=O)NC2CC2 (6-[(3-Cyclobutyl-2,3,4,5-tetrahydro-1H-3-benzazepin-7-yl)oxy]-N-cyclopropyl-3-pyridinecarboxamide). As a reaction SMILES: [C:1]([C:8]1NC=CN=1)([C:3]1[NH:4]C=CN=1)=O.[CH:13]1([N:17]2[CH2:23][CH2:22][C:21]3[CH:24]=[CH:25][C:26]([O:28][C:29]4[N:34]=[CH:33][C:32]([C:35]([OH:37])=O)=[CH:31][CH:30]=4)=[CH:27][C:20]=3[CH2:19][CH2:18]2)[CH2:16][CH2:15][CH2:14]1.C1(N)CC1>ClCCl>[CH:13]1([N:17]2[CH2:23][CH2:22][C:21]3[CH:24]=[CH:25][C:26]([O:28][C:29]4[N:34]=[CH:33][C:32]([C:35]([NH:4][CH:3]5[CH2:1][CH2:8]5)=[O:37])=[CH:31][CH:30]=4)=[CH:27][C:20]=3[CH2:19][CH2:18]2)[CH2:14][CH2:15][CH2:16]1. Procedure: Carbonyl diimidazole (142 mg, 0.88 mmol) was added to a stirred solution of 6-[(3-cyclobutyl-2,3,4,5-tetrahydro-1H-3-benzazepin-7-yl)oxy]-3-pyridinecarboxylic acid (E196b) (150 mg, 0.44 mmol) in dichloromethane (5 ml). After stirring at room temperature for 3 hours, cyclopropylamine (0.15 ml, 2.2 mmol) was added and the mixture was allowed to stir for a further 18 hours. The reaction mixture was applied to a SCX ion cartridge (Varian bond-elute, 10 g) and washed with methanol and then a mixture ... Starting materials: CC(C)([O-])C.[K+] (potassium-t-butoxide), Cl (hydrochloric acid), Cl (HCl), ClC1=CC=C(OCC#N)C=C1 ((4-chlorophenoxy)acetonitrile), C(C)(C)OC1=NC=C(C=C1)[N+](=O)[O-] (2-isopropoxy-5-nitro pyridine). Solvent: CN(C=O)C (dimethylformamide), CN(C=O)C (DMF). Reaction conditions: time 5 hour. Product: NC=1C(=NC(=CC1)OC(C)C)CC#N ((3-amino-6-isopropoxy-2-pyridyl)acetonitrile). Isolated yield 59.0%. RXN SMILES: CC(C)([O-])C.[K+].ClC1C=CC(O[CH2:13][C:14]#[N:15])=CC=1.[CH:18]([O:21][C:22]1[CH:27]=[CH:26][C:25]([N+:28]([O-])=O)=[CH:24][N:23]=1)([CH3:20])[CH3:19].Cl>CN(C)C=O>[NH2:28][C:25]1[C:24]([CH2:13][C:14]#[N:15])=[N:23][C:22]([O:21][CH:18]([CH3:20])[CH3:19])=[CH:27][CH:26]=1 |f:0.1|. Procedure details: To a stirred solution of potassium-t-butoxide (12.34 g, 110 mmol) in dry dimethylformamide (DMF) (30 mL) cooled at -10° C. under a nitrogen atmosphere was added dropwise a solution of (4-chlorophenoxy)acetonitrile (9.22 g, 55 mmol) and 2-isopropoxy-5-nitro pyridine (prepared according to the methodology of Friedman, et al., J. Am. Chem. Soc. 69, 1204 (1947)) (9.11 g, 50 mmol) in DMF (30 mL). The resulting purple solution was maintained at 0° to 10° C. for 1 hour. Aqueous hydrochloric acid was ad... Reactants: FC=1C=C(C=CC1NC(C(F)(F)F)=O)S(=O)(=O)Cl (3-fluoro-4-(2,2,2-trifluoroacetamido)benzene-1-sulfonyl chloride), NC=1SC=CN1 (2-aminothiazole). Solvent: N1=CC=CC=C1 (pyridine). Reaction conditions: time 19 hour. Product: FC(C(=O)NC1=C(C=C(C=C1)S(NC=1SC=CN1)(=O)=O)F)(F)F (2,2,2-trifluoro-N-(2-fluoro-4-(N-thiazol-2-ylsulfamoyl)phenyl)acetamide). The yield is 54.2%. Reaction SMILES: [F:1][C:2]1[CH:3]=[C:4]([S:15](Cl)(=[O:17])=[O:16])[CH:5]=[CH:6][C:7]=1[NH:8][C:9](=[O:14])[C:10]([F:13])([F:12])[F:11].[NH2:19][C:20]1[S:21][CH:22]=[CH:23][N:24]=1>N1C=CC=CC=1>[F:11][C:10]([F:13])([F:12])[C:9]([NH:8][C:7]1[CH:6]=[CH:5][C:4]([S:15](=[O:17])(=[O:16])[NH:19][C:20]2[S:21][CH:22]=[CH:23][N:24]=2)=[CH:3][C:2]=1[F:1])=[O:14]. Reported procedure: Synthesized according to general procedure 70. Under an N2 atmosphere, a mixture of the 3-fluoro-4-(2,2,2-trifluoroacetamido)benzene-1-sulfonyl chloride (5.0 g, 16.4 mmol) and 2-aminothiazole (1.64 g, 16.4 mmol), and pyridine (9.6 mL) was stirred at RT for 19 h. Purification via silica gel chromatography using 0-10% MeOH in CH2Cl2 gave 2,2,2-trifluoro-N-(2-fluoro-4-(N-thiazol-2-ylsulfamoyl)phenyl)acetamide (3.28 g, 54%). LC/MS (10%-99% CH3CN (0.035% TFA)/H2O (0.05% TFA)), m/z: M+1 obs=370.1; tR=... Starting materials: O=C1CCC(=O)N1Br, CN(C)C=O, Nc1c(F)cccc1F. Yields the product Nc1c(F)cc(Br)cc1F. As a reaction SMILES: [Br:10][N:11]1[C:12](=[O:13])[CH2:14][CH2:15][C:16]1=[O:17].[CH3:18][N:19]([CH3:20])[CH:21]=[O:22].[F:1][c:2]1[c:3]([NH2:4])[c:5]([F:9])[cH:6][cH:7][cH:8]1>>[F:1][c:2]1[c:3]([NH2:4])[c:5]([F:9])[cH:6][c:7]([Br:10])[cH:8]1.